Dataset: the Open Reaction Database (ORD), a public repository of structured organic reaction records. Task: describe an organic reaction: reactants, conditions, products, and yield Procedure: 4-Fluoro-5-(5-isoquinolylsulfanyl)-2-nitroaniline 1.60 g (5.1 mmol) was dissolved in concentrated hydrochloric acid 30 ml, stannous chloride dihydrate 4.10 g (18.2 mmol) was added, and the mixture was stirred for 2 hours at room temperature. After 50% sodium hydroxide was added, the resulting alkaline solution was extracted with ethyl acetate. The organic layer was washed with water and saturated sodium chloride, dried over anhydrous sodium sulfate, and concentrated under reduced pressure. The r... Conditions: time 2 hour. As a reaction SMILES: [F:1][C:2]1[C:8]([S:9][C:10]2[CH:19]=[CH:18][CH:17]=[C:16]3[C:11]=2[CH:12]=[CH:13][N:14]=[CH:15]3)=[CH:7][C:5]([NH2:6])=[C:4]([N+:20]([O-])=O)[CH:3]=1.[OH-].[Na+]>Cl>[F:1][C:2]1[CH:3]=[C:4]([NH2:20])[C:5]([NH2:6])=[CH:7][C:8]=1[S:9][C:10]1[CH:19]=[CH:18][CH:17]=[C:16]2[C:11]=1[CH:12]=[CH:13][N:14]=[CH:15]2 |f:1.2|. Yields the product FC=1C=C(C(=CC1SC1=C2C=CN=CC2=CC=C1)N)N (4-fluoro-5-(5-isoquinolylsulfanyl)-1,2-benzenediamine). Run in Cl (hydrochloric acid). The reactants are stannous chloride dihydrate, FC1=CC(=C(N)C=C1SC1=C2C=CN=CC2=CC=C1)[N+](=O)[O-] (4-Fluoro-5-(5-isoquinolylsulfanyl)-2-nitroaniline), [OH-].[Na+] (sodium hydroxide). Yield: 68.7%. The reactants are CC(=O)N1CCC(CCC(=O)O)CC1, CC#N, O=C1CCc2cccc3c2N1CC3, N, O, Cc1ccccc1. Yields the product CC(=O)N1CCC(CCC(=O)c2cc3c4c(c2)CCN4C(=O)CC3)CC1. RXN SMILES: [C:1]([CH3:2])(=[O:3])[N:4]1[CH2:5][CH2:6][CH:7]([CH2:10][CH2:11][C:12](=[O:13])[OH:14])[CH2:8][CH2:9]1.[C:30](#[N:31])[CH3:32].[CH2:15]1[CH2:16][N:17]2[C:18](=[O:27])[CH2:19][CH2:20][c:21]3[cH:22][cH:23][cH:24][c:25]1[c:26]32.[NH3:29].[OH2:28].[c:33]1([CH3:34])[cH:35][cH:36][cH:37][cH:38][cH:39]1>>[C:1]([CH3:2])(=[O:3])[N:4]1[CH2:5][CH2:6][CH:7]([CH2:10][CH2:11][C:12](=[O:14])[c:23]2[cH:22][c:21]3[c:26]4[c:25]([cH:24]2)[CH2:15][CH2:16][N:17]4[C:18](=[O:27])[CH2:19][CH2:20]3)[CH2:8][CH2:9]1. Reactants: OC=1C=CC(=C(C1)C1=CC=CC=C1)/C=C/C(=O)OCC ((E)-ethyl 3-(5-hydroxy-[1,1′-biphenyl]-2-yl)acrylate), [H][H] (hydrogen). The reagents and catalysts are [Pd] (Pd/C). Run in C(C)O (ethanol). Conditions: time 8 hour. Product: OC=1C=CC(=C(C1)C1=CC=CC=C1)CCC(=O)OCC (ethyl 3-(5-hydroxy-[1,1′-biphenyl]-2-yl)propanoate). Reaction SMILES: [OH:1][C:2]1[CH:3]=[CH:4][C:5](/[CH:14]=[CH:15]/[C:16]([O:18][CH2:19][CH3:20])=[O:17])=[C:6]([C:8]2[CH:13]=[CH:12][CH:11]=[CH:10][CH:9]=2)[CH:7]=1.[H][H]>C(O)C.[Pd]>[OH:1][C:2]1[CH:3]=[CH:4][C:5]([CH2:14][CH2:15][C:16]([O:18][CH2:19][CH3:20])=[O:17])=[C:6]([C:8]2[CH:13]=[CH:12][CH:11]=[CH:10][CH:9]=2)[CH:7]=1. Procedure details: To a solution (E)-ethyl 3-(5-hydroxy-[1,1′-biphenyl]-2-yl)acrylate (652) (420 mg, 1.57 mmol) in ethanol (6 mL) was added Pd/C (42 mg, 10% Degussa type). A balloon of hydrogen gas was added and the reaction was evacuated and back-filled with hydrogen three times. The reaction was stirred overnight at room temperature, was filtered through a pad of celite and concentrated in vacuo to give ethyl 3-(5-hydroxy-[1,1′-biphenyl]-2-yl)propanoate (653). The solvent is C1CCOC1 (THF), C1CCOC1 (THF). Product: CC1=CC2=C(N=C(S2)C2=CC=C(C=C2)/C=C/C2=C(C=CC=C2)O)C=C1 (2-{(E)-2-[4-(6-Methyl-1,3-benzothiazol-2-yl)phenyl]ethenyl}phenol). As a reaction SMILES: [CH3:1][C:2]1[CH:25]=[CH:24][C:5]2[N:6]=[C:7]([C:9]3[CH:23]=[CH:22][C:12]([CH2:13]P(=O)(OCC)OCC)=[CH:11][CH:10]=3)[S:8][C:4]=2[CH:3]=1.CC(C)([O-])C.[K+].[OH:32][C:33]1[CH:40]=[CH:39][CH:38]=[CH:37][C:34]=1[CH:35]=O.CCCCCC.CCOC(C)=O>C1COCC1>[CH3:1][C:2]1[CH:25]=[CH:24][C:5]2[N:6]=[C:7]([C:9]3[CH:10]=[CH:11][C:12](/[CH:13]=[CH:35]/[C:34]4[CH:37]=[CH:38][CH:39]=[CH:40][C:33]=4[OH:32])=[CH:22][CH:23]=3)[S:8][C:4]=2[CH:3]=1 |f:1.2,4.5|. Procedure: Prepared as described in the Alkene Formation section using diethyl 4-(6-methylbenzothiazol-2-yl)benzylphosphonate (0.30 g, 0.80 mmol) in dry THF (25 ml), potassium t-butoxide (0.19 g, 1.68 mmol) and 2-hydroxybenzaldehyde (0.097 g, 0.80 mmol) in dry THF (10 ml) to give the title compound (0.16 g, 60%) as a yellow solid after work-up and flash chromatography (1:1 Hexane/EtOAc). Starting materials: OC1=C(C=O)C=CC=C1 (2-hydroxybenzaldehyde), Alkene, CCCCCC.CCOC(=O)C (Hexane EtOAc), CC1=CC2=C(N=C(S2)C2=CC=C(CP(OCC)(OCC)=O)C=C2)C=C1 (diethyl 4-(6-methylbenzothiazol-2-yl)benzylphosphonate), CC(C)([O-])C.[K+] (potassium t-butoxide). Isolated yield 58.2%. The reactants are COC1=C(OCC2CO2)C=CC(=C1)C=CNC(=O)OC (1-[2-methoxy-4-(2-methoxycarbonylaminovinyl)-phenoxy]-2,3-epoxy-propane), C(C)(C)N (isopropylamine), C(C)(C)O (isopropanol). Yields the product COC1=C(OC(C(CC(C)C)O)N)C=CC(=C1)C=CNC(=O)OC (1-[2-Methoxy-4-(2-methoxycarbonylaminovinyl)-phenoxy]-2-hydroxy-3-isopropyl-aminopropane). RXN SMILES: [CH3:1][O:2][C:3]1[CH:13]=[C:12]([CH:14]=[CH:15][NH:16][C:17]([O:19][CH3:20])=[O:18])[CH:11]=[CH:10][C:4]=1[O:5][CH2:6][CH:7]1[O:9][CH2:8]1.C([NH2:24])(C)C.[CH:25](O)([CH3:27])[CH3:26]>>[CH3:1][O:2][C:3]1[CH:13]=[C:12]([CH:14]=[CH:15][NH:16][C:17]([O:19][CH3:20])=[O:18])[CH:11]=[CH:10][C:4]=1[O:5][CH:6]([NH2:24])[CH:7]([OH:9])[CH2:8][CH:25]([CH3:27])[CH3:26]. Reported procedure: 4.2 g (0.015 mol) of 1-[2-methoxy-4-(2-methoxycarbonylaminovinyl)-phenoxy]-2,3-epoxy-propane are heated with a solution of 1.3 ml (0.016 mol) of isopropylamine in 100 ml of isopropanol to 80° C. under reflux for 3 hours. The mixture is then evaporated in vacuo and the resulting crude base is crystallised from acetone-ether. 1-[2-Methoxy-4-(2-methoxycarbonylaminovinyl)-phenoxy]-2-hydroxy-3-isopropyl-aminopropane, of melting point 109°-111° C. is obtained.